Dataset: the Open Reaction Database (ORD), a public repository of structured organic reaction records. Task: describe an organic reaction: reactants, conditions, products, and yield The reactants are C(C1=CC=CC=C1)(=O)OC[C@@]1([C@@H](C[C@@H](O1)N1C(=O)NC(=O)C(C)=C1)OS(=O)(=O)C)C#C (1-[5-O-Benzoyl-2-deoxy-4-ethynyl-3-O-methanesulfonyl-β-D-threo-pentofuranosyl]thymine), CeCl3.7H2O, 1/1, NaBH, CO (MeOH), CCN(C(C)C)C(C)C (i-Pr2NEt), CC(=O)OC(=O)C (Ac2O). The reagents and catalysts are CN(C)C=1C=CN=CC1 (DMAP). Solvent: C1CCOC1.CO (THF MeOH). Run at temperature -70 celsius. Product: C(C1=CC=CC=C1)(=O)OC[C@@]1(C=C[C@@H](O1)N1C(=O)NC(=O)C(C)=C1)C#C (5′-O-Benzoyl-2′,3′-didehydro-3′-deoxy-4′-ethynylthymidine). Yield: 127.9%. Reaction SMILES: CO.[C:3]([O:11][CH2:12][C@@:13]1([C:32]#[CH:33])[O:17][C@@H:16]([N:18]2[CH:26]=[C:24]([CH3:25])[C:22](=[O:23])[NH:21][C:19]2=[O:20])[CH2:15][C@H:14]1OS(C)(=O)=O)(=[O:10])[C:4]1[CH:9]=[CH:8][CH:7]=[CH:6][CH:5]=1.CCN(C(C)C)C(C)C.CC(OC(C)=O)=O>C1COCC1.CO.CN(C1C=CN=CC=1)C>[C:3]([O:11][CH2:12][C@@:13]1([C:32]#[CH:33])[O:17][C@@H:16]([N:18]2[CH:26]=[C:24]([CH3:25])[C:22](=[O:23])[NH:21][C:19]2=[O:20])[CH:15]=[CH:14]1)(=[O:10])[C:4]1[CH:9]=[CH:8][CH:7]=[CH:6][CH:5]=1 |f:4.5|. Reported procedure: A mixture of NaBH (628 mg, 16.6 mmol) and MeOH (50 ml) was cooled and stirred at −70° C. To this was added a mixture of 5 (3.39 g, 8.3 mmol) and CeCl3.7H2O (3.1 g, 8.3 mmol) in THF/MeOH=1/1 (50 ml) dropwise over 15 min. The resulting suspension was stirred for 1 h at the −70□. The reaction was quenched by adding AcOH (ca. 1 mL). The reaction mixture was evaporated. The residue was suspended in MeCN (15 ml). To this suspension were added DMAP (1.02 g, 8.3 mmol), i-Pr2NEt (1.45 mL, 8.3 mmol) and A... Reactants: CCNCC, COc1ccc(S(=O)(=O)N2C(=O)C(c3cc(CC=O)ccc3OC)(N3CC(O)CC3C(=O)N(C)C)c3cc(Cl)ccc32)c(OC(F)(F)F)c1. The product is CCN(CC)CCc1ccc(OC)c(C2(N3CC(O)CC3C(=O)N(C)C)C(=O)N(S(=O)(=O)c3ccc(OC)cc3OC(F)(F)F)c3ccc(Cl)cc32)c1. As a reaction SMILES: [CH2:50]([CH3:51])[NH:52][CH2:53][CH3:54].[Cl:1][c:2]1[cH:3][c:4]2[c:8]([cH:9][cH:10]1)[N:7]([S:11](=[O:12])(=[O:13])[c:14]1[c:15]([O:22][C:23]([F:24])([F:25])[F:26])[cH:16][c:17]([O:20][CH3:21])[cH:18][cH:19]1)[C:6](=[O:27])[C:5]2([c:28]1[c:29]([O:37][CH3:38])[cH:30][cH:31][c:32]([CH2:34][CH:35]=[O:36])[cH:33]1)[N:39]1[CH:40]([C:41](=[O:42])[N:43]([CH3:44])[CH3:45])[CH2:46][CH:47]([OH:49])[CH2:48]1>>[Cl:1][c:2]1[cH:3][c:4]2[c:8]([cH:9][cH:10]1)[N:7]([S:11](=[O:12])(=[O:13])[c:14]1[c:15]([O:22][C:23]([F:24])([F:25])[F:26])[cH:16][c:17]([O:20][CH3:21])[cH:18][cH:19]1)[C:6](=[O:27])[C:5]2([c:28]1[c:29]([O:37][CH3:38])[cH:30][cH:31][c:32]([CH2:34][CH2:35][N:52]([CH2:50][CH3:51])[CH2:53][CH3:54])[cH:33]1)[N:39]1[CH:40]([C:41](=[O:42])[N:43]([CH3:44])[CH3:45])[CH2:46][CH:47]([OH:49])[CH2:48]1. Reported procedure: To a solution of the oxazolidinone (32.1) (17.0 mg, 0.0241 mmol) dissolved in THF (2 mL), was added a 30% hydrogen peroxide solution (27.0 μL, 0.241 mmol) followed by a 2 M LiOH solution (60.0 μL, 0.121 mmol). The resulting slurry was stirred for one hour. The reaction mixture was then diluted with water and acidified with hydrochloric acid to pH 3. The mixture was then extracted with EtOAc (1×20 mL), and the organic layer was washed with an acidic sodium sulfite solution (2×15 mL) and brine (1×... Run at time 1 hour. Solvent: O (water). Reaction SMILES: C([C@H]1COC(=O)N1C(=O)[CH2:15][C@@H:16]([C:22]1[CH:49]=[CH:48][C:25]([O:26][CH2:27][C:28]2[CH:29]=[C:30]([NH:34][S:35]([C:38]3[CH:43]=[CH:42][C:41]([C:44]([F:47])([F:46])[F:45])=[CH:40][CH:39]=3)(=[O:37])=[O:36])[CH:31]=[CH:32][CH:33]=2)=[CH:24][CH:23]=1)[C:17]1[CH:21]=[CH:20][O:19][N:18]=1)C1C=CC=CC=1.[OH:51]O.[Li+].[OH-].Cl.C1[CH2:60][O:59]CC1>O>[F:46][C:44]([F:45])([F:47])[C:41]1[CH:40]=[CH:39][C:38]([S:35]([NH:34][C:30]2[CH:29]=[C:28]([CH:33]=[CH:32][CH:31]=2)[CH2:27][O:26][C:25]2[CH:48]=[CH:49][C:22]([C@@H:16]([C:17]3[CH:21]=[CH:20][O:19][N:18]=3)[CH2:15][C:60]([OH:59])=[O:51])=[CH:23][CH:24]=2)(=[O:37])=[O:36])=[CH:43][CH:42]=1 |f:2.3|. The product is FC(C1=CC=C(C=C1)S(=O)(=O)NC=1C=C(COC2=CC=C(C=C2)[C@H](CC(=O)O)C2=NOC=C2)C=CC1)(F)F ((S)-3-(4-(3-(4-Trifluoromethylphenylsulfonamido)benzyloxy)-phenyl)-3-(isoxazol-3-yl)propanoic acid). Starting materials: OO (hydrogen peroxide), Cl (hydrochloric acid), C(C1=CC=CC=C1)[C@@H]1N(C(OC1)=O)C(C[C@H](C1=NOC=C1)C1=CC=C(OCC=2C=C(C=CC2)NS(=O)(=O)C2=CC=C(C=C2)C(F)(F)F)C=C1)=O (N-(3-((4-((S)-3-((S)-4-Benzyl-2-oxooxazolidin-3-yl)-1-(isoxazol-3-yl)-3-oxopropyl)phenoxy)methyl)phenyl)-4-(trifluoromethyl)-benzenesulfonamide), C1CCOC1 (THF), [Li+].[OH-] (LiOH). The reactants are C1(=CC=CC=C1)C=1N=C(OC1C1=CC=CC=C1)[C@]12[C@H](CCCC1)O2 ((1R,2S)-1-(4,5-diphenyloxazol-2-yl)-1,2-epoxycyclohexane), CuBr, COC=1C=C(C[Mg]Cl)C=CC1 (3-methoxybenzylmagnesium chloride). The solvent is O1CCCC1 (tetrahydrofuran), O1CCCC1 (tetrahydrofuran). Reaction conditions: time 2 hour. Yields the product C1(=CC=CC=C1)C=1N=C(OC1C1=CC=CC=C1)[C@@]1([C@@H](CCCC1)CC1=CC(=CC=C1)OC)O ((1R,2S)-1-(4,5-diphenyloxazol-2-yl)-1-hydroxy-2-(3-methoxybenzyl)cyclohexane). The yield is 105.4%. Reaction SMILES: [C:1]1([C:7]2[N:8]=[C:9]([C@:18]34[O:24][C@H:19]3[CH2:20][CH2:21][CH2:22][CH2:23]4)[O:10][C:11]=2[C:12]2[CH:17]=[CH:16][CH:15]=[CH:14][CH:13]=2)[CH:6]=[CH:5][CH:4]=[CH:3][CH:2]=1.[CH3:25][O:26][C:27]1[CH:28]=[C:29]([CH:33]=[CH:34][CH:35]=1)[CH2:30][Mg]Cl>O1CCCC1>[C:1]1([C:7]2[N:8]=[C:9]([C@@:18]3([OH:24])[CH2:23][CH2:22][CH2:21][CH2:20][C@H:19]3[CH2:30][C:29]3[CH:33]=[CH:34][CH:35]=[C:27]([O:26][CH3:25])[CH:28]=3)[O:10][C:11]=2[C:12]2[CH:13]=[CH:14][CH:15]=[CH:16][CH:17]=2)[CH:2]=[CH:3][CH:4]=[CH:5][CH:6]=1. Procedure details: To a solution of (1R,2S)-1-(4,5-diphenyloxazol-2-yl)-1,2-epoxycyclohexane (20 g) and CuBr (3.0 g) in tetrahydrofuran (400 ml) was dropwise added a solution of 3-methoxybenzylmagnesium chloride [prepared from 3-methoxy-benzylchloride (50 g) and Mg (9.2 g)] in tetrahydrofuran (500 ml) at −78° C. under N2. The mixture was stirred for 2 hours at the room temperature and partitioned between ethyl acetate and water. The organic layer was washed with 1N-HCl, water, sat. NaHCO3 and brine. The dried solv... The reactants are Cc1ccc2ccc(C#N)nc2c1, [Ca+2], ClCCl, [OH-], [OH-], O=C(OO)c1cccc(Cl)c1. The product is Cc1ccc2ccc(C#N)[n+]([O-])c2c1. As a reaction SMILES: [CH3:1][c:2]1[cH:3][cH:4][c:5]2[cH:6][cH:7][c:8]([C:12]#[N:13])[n:9][c:10]2[cH:11]1.[Ca+2:26].[Cl:28][CH2:29][Cl:30].[OH-:25].[OH-:27].[OH:14][O:15][C:16]([c:17]1[cH:18][c:19]([Cl:20])[cH:21][cH:22][cH:23]1)=[O:24]>>[CH3:1][c:2]1[cH:3][cH:4][c:5]2[cH:6][cH:7][c:8]([C:12]#[N:13])[n+:9]([O-:14])[c:10]2[cH:11]1.